From a dataset of the Open Reaction Database (ORD), a public repository of structured organic reaction records. describe an organic reaction: reactants, conditions, products, and yield Starting materials: [Br-], CC[Mg+], C1CCOC1, Cc1cc(N2CCOCC2)nc(Cl)c1C(=O)NCc1cccc(F)c1. The product is CCc1nc(N2CCOCC2)cc(C)c1C(=O)NCc1cccc(F)c1. Reaction SMILES: [Br-:26].[CH2:27]([CH3:28])[Mg+:29].[CH2:30]1[O:31][CH2:32][CH2:33][CH2:34]1.[Cl:1][c:2]1[n:3][c:4]([N:20]2[CH2:21][CH2:22][O:23][CH2:24][CH2:25]2)[cH:5][c:6]([CH3:19])[c:7]1[C:8](=[O:9])[NH:10][CH2:11][c:12]1[cH:13][c:14]([F:18])[cH:15][cH:16][cH:17]1>>[c:2]1([CH2:27][CH3:28])[n:3][c:4]([N:20]2[CH2:21][CH2:22][O:23][CH2:24][CH2:25]2)[cH:5][c:6]([CH3:19])[c:7]1[C:8](=[O:9])[NH:10][CH2:11][c:12]1[cH:13][c:14]([F:18])[cH:15][cH:16][cH:17]1. Reactants: N1(CCCCC1)CC=1C=C(OCCCN)C=CC1 (3-[3-(Piperidinomethyl)phenoxy]propylamine), O=C1NC2=CC=CC=C2C(N1)=S (2-oxo-4-thiono-1,2,3,4-tetrahydroquinazoline). The solvent is CN(C=O)C (dimethylformamide). Yields the product O=C1NC2=CC=CC=C2C(=N1)NCCCOC1=CC(=CC=C1)CN1CCCCC1 (2-Oxo-4-[3-[3-(piperidinomethyl)phenoxy]propylamino]-1,2-dihydroquinazoline). Reaction SMILES: [N:1]1([CH2:7][C:8]2[CH:9]=[C:10]([CH:16]=[CH:17][CH:18]=2)[O:11][CH2:12][CH2:13][CH2:14][NH2:15])[CH2:6][CH2:5][CH2:4][CH2:3][CH2:2]1.[O:19]=[C:20]1[NH:29][C:28](=S)[C:27]2[C:22](=[CH:23][CH:24]=[CH:25][CH:26]=2)[NH:21]1>CN(C)C=O>[O:19]=[C:20]1[N:29]=[C:28]([NH:15][CH2:14][CH2:13][CH2:12][O:11][C:10]2[CH:16]=[CH:17][CH:18]=[C:8]([CH2:7][N:1]3[CH2:6][CH2:5][CH2:4][CH2:3][CH2:2]3)[CH:9]=2)[C:27]2[C:22](=[CH:23][CH:24]=[CH:25][CH:26]=2)[NH:21]1. Procedure: 3-[3-(Piperidinomethyl)phenoxy]propylamine (2.98 g) and 2-oxo-4-thiono-1,2,3,4-tetrahydroquinazoline (1.78 g) (J. Heterocyclic Chem. 11 (5) p749 (1974)) were stirred in dimethylformamide (5 ml) for 5 days. The reaction mixture was filtered, washing through with cold dimethylformamide and diethyl ether. The filtrate was slowly evaporated to yield the title product as a white crystalline solid (1.38 g), m.p. 219°-221° C. (recrystallised from isopropanol).